This data is from the Open Reaction Database (ORD), a public repository of structured organic reaction records. The task is: describe an organic reaction: reactants, conditions, products, and yield Starting materials: ice water, [H-].[Al+3].[Li+].[H-].[H-].[H-] (lithium aluminum hydride), Cl.N(C(=N)N)C=1SC(=CN1)C(=O)OCC (Ethyl 2-Guanidino-5-thiazolecarboxylate Hydrochloride), O (H2O), [OH-].[Na+] (NaOH), O (H2O). Solvent: O1CCCC1 (tetrahydrofuran). The product is N(C(=N)N)C=1SC(=CN1)CO (2-Guanidino-5-hydroxymethylthiazole). The yield is 88.8%. As a reaction SMILES: Cl.[NH:2]([C:6]1[S:7][C:8]([C:11](OCC)=[O:12])=[CH:9][N:10]=1)[C:3]([NH2:5])=[NH:4].[H-].[Al+3].[Li+].[H-].[H-].[H-].O.[OH-].[Na+]>O1CCCC1>[NH:2]([C:6]1[S:7][C:8]([CH2:11][OH:12])=[CH:9][N:10]=1)[C:3]([NH2:5])=[NH:4] |f:0.1,2.3.4.5.6.7,9.10|. Reported procedure: Ethyl 2-guanidino-5-thiazolecarboxylate hydrochloride (1.0 g; 3.99 mmoles) [prepared in Step A] was added to a cooled (ice-water bath) suspension of lithium aluminum hydride (0.46 g; 12.1 mmoles) in 25 ml of tetrahydrofuran. The reaction mixture was then heated at reflux temperature for 2 hours, cooled, decomposed with 0.46 ml H2O, 0.46 ml of 15% NaOH and 1.38 ml H2O and filtered. The filtrate was dried and evaporated under reduced pressure to give 0.61 g of product. Recrystallization from aceto... The reactants are C(C=C)#N (acrylonitrile), FC=1C=C(C=CC1)C1(C(NC2=CC=CC=C12)=O)O (3 -(m-fluorophenyl)- 3-hydroxyindolin-2-one). Reported procedure: Reaction of acrylonitrile with 3 -(m-fluorophenyl)- 3-hydroxyindolin-2-one by a procedure analogous to that of Example 1 gives 1-(2-cyanoethyl)- 3-(m-fluorophenyl)- 3-hydroxyindolin-2-one. Hydrogenation of 1-(2-cyanoethyl)- 3-(m-fluorophenyl)-3-hydroxyindolin-2-one by a procedure analogous to that of Example 2 gives 1-(3-aminopropyl)- 3-(m-fluorophenyl)-3-hydroxyindolin-2-one. Cyclodehydration of 1-(3-aminopropyl)-3-(m-fluorophenyl)-3-hydroxyindolin-2-one by a procedure analogous to that of Exam... RXN SMILES: [C:1](#[N:4])[CH:2]=[CH2:3].[F:5][C:6]1[CH:7]=[C:8]([C:12]2([OH:22])[C:20]3[C:15](=[CH:16][CH:17]=[CH:18][CH:19]=3)[NH:14][C:13]2=[O:21])[CH:9]=[CH:10][CH:11]=1>>[C:1]([CH2:2][CH2:3][N:14]1[C:15]2[C:20](=[CH:19][CH:18]=[CH:17][CH:16]=2)[C:12]([C:8]2[CH:9]=[CH:10][CH:11]=[C:6]([F:5])[CH:7]=2)([OH:22])[C:13]1=[O:21])#[N:4]. The product is C(#N)CCN1C(C(C2=CC=CC=C12)(O)C1=CC(=CC=C1)F)=O (1-(2-cyanoethyl)- 3-(m-fluorophenyl)- 3-hydroxyindolin-2-one). Reaction SMILES: [CH3:34][CH2:35][OH:36].[F:1][C:2]([CH2:3][N:4]=[C:5]([NH:6][c:7]1[n:8][c:9]([CH2:13][S:14][CH2:15][CH2:16][N:17]2[C:18](=[O:19])[c:20]3[cH:21][cH:22][cH:23][cH:24][c:25]3[C:26]2=[O:27])[n:10][cH:11][cH:12]1)[NH2:28])([F:29])[F:30].[NH2:32][NH2:33].[OH2:31]>>[F:1][C:2]([CH2:3][N:4]=[C:5]([NH:6][c:7]1[n:8][c:9]([CH2:13][S:14][CH2:15][CH2:16][NH2:17])[n:10][cH:11][cH:12]1)[NH2:28])([F:29])[F:30]. The product is NCCSCc1nccc(NC(N)=NCC(F)(F)F)n1. The reactants are CCO, NC(=NCC(F)(F)F)Nc1ccnc(CSCCN2C(=O)c3ccccc3C2=O)n1, NN, O. RXN SMILES: [NH2:1][C:2]1[C:3]([F:27])=[CH:4][C:5]([F:26])=[C:6]([N:8]2[C:17]3[C:12](=[CH:13][C:14]([F:19])=[C:15]([Cl:18])[N:16]=3)[C:11](=[O:20])[C:10]([C:21]([O:23][CH2:24][CH3:25])=[O:22])=[CH:9]2)[CH:7]=1.Cl[CH2:29]CCl.CO.C=O>[Pd].C(O)(=O)C>[Cl:18][C:15]1[N:16]=[C:17]2[C:12]([C:11](=[O:20])[C:10]([C:21]([O:23][CH2:24][CH3:25])=[O:22])=[CH:9][N:8]2[C:6]2[CH:7]=[C:2]([NH:1][CH3:29])[C:3]([F:27])=[CH:4][C:5]=2[F:26])=[CH:13][C:14]=1[F:19]. Reactants: NC=1C(=CC(=C(C1)N1C=C(C(C2=CC(=C(N=C12)Cl)F)=O)C(=O)OCC)F)F (Ethyl 1-(5-amino-2,4-difluorophenyl)-7-chloro-6-fluoro-4-oxo-1,4-dihydro-1,8-naphthyridine-3-carboxylate), ClCCCl (1,2-dichloroethane), CO (methanol), C=O (formalin). Solvent: C(C)(=O)O (acetic acid). Conditions: time 16 hour. Procedure details: Ethyl 1-(5-amino-2,4-difluorophenyl)-7-chloro-6-fluoro-4-oxo-1,4-dihydro-1,8-naphthyridine-3-carboxylate (500 mg) was added to a mixture of 10 ml of 1,2-dichloroethane, 5 ml of methanol and 0.5 ml of acetic acid together with 100 mg of 37% formalin. Using 0.08 g of 10% palladium on carbon, hydrogenation was carried out for 16 hours. After the catalyst was filtered off, the filtrate was concentrated in vacua. The residue was dissolved in 50 ml of chloroform, washed with an aqueous solution of 50%... The product is ClC1=C(C=C2C(C(=CN(C2=N1)C1=C(C=C(C(=C1)NC)F)F)C(=O)OCC)=O)F (Ethyl 7-chloro-1-(2,4-difluoro-5-methylaminophenyl)-6-fluoro-1,4-dihydro-4-oxo-1,8-naphthyridine-3-carboxylate). The reagents and catalysts are [Pd] (palladium on carbon). Starting materials: ClC1=C(C(=C2C=CC(=NC2=C1)C)C1=CC=C(C=C1)Cl)C=C (7-chloro-5-(4-chlorophenyl)-2-methyl-6-vinylquinoline), FC(S(=O)(=O)OC=1C(=C2C=CC=NC2=CC1C)C1=CC=C(C=C1)Cl)(F)F (5-(4-chlorophenyl)-7-methylquinolin-6-yl trifluoromethanesulfonate). Product: ClC1=CC=C(C=C1)C1=C2C=CC=NC2=CC(=C1C=C)C (5-(4-chlorophenyl)-7-methyl-6-vinylquinoline). Reaction SMILES: Cl[C:2]1[CH:11]=[C:10]2[C:5]([CH:6]=[CH:7][C:8](C)=[N:9]2)=[C:4]([C:13]2[CH:18]=[CH:17][C:16]([Cl:19])=[CH:15][CH:14]=2)[C:3]=1[CH:20]=[CH2:21].F[C:23](F)(F)S(OC1C(C2C=CC(Cl)=CC=2)=C2C(=CC=1C)N=CC=C2)(=O)=O>>[Cl:19][C:16]1[CH:17]=[CH:18][C:13]([C:4]2[C:3]([CH:20]=[CH2:21])=[C:2]([CH3:23])[CH:11]=[C:10]3[C:5]=2[CH:6]=[CH:7][CH:8]=[N:9]3)=[CH:14][CH:15]=1. Procedure details: Compound 3G was prepared following the procedure used to prepare compound 1G of Example 1, except that 5-(4-chlorophenyl)-7-methylquinolin-6-yl trifluoromethanesulfonate (3F) was used instead of 1F. LCMS-ESI+ (m/z): 280.2, 282.2 (M+H)+.